Dataset: the Open Reaction Database (ORD), a public repository of structured organic reaction records. Task: describe an organic reaction: reactants, conditions, products, and yield Reactants: CC(C)(C)OC(=O)NC1CCN(CCOS(C)(=O)=O)CC1, COc1ccc2ncc(=O)[nH]c2n1, COc1ccc2ccc(=O)n(CCN3CCC(NC(=O)OC(C)(C)C)CC3)c2c1, CC(C)=O, ClCCl, [H-], [Na+]. Yields the product COc1ccc2ncc(=O)n(CCN3CCC(NC(=O)OC(C)(C)C)CC3)c2n1. As a reaction SMILES: [CH3:16][S:17]([O:18][CH2:21][CH2:22][N:23]1[CH2:24][CH2:25][CH:26]([NH:29][C:30](=[O:31])[O:32][C:33]([CH3:34])([CH3:35])[CH3:36])[CH2:27][CH2:28]1)(=[O:19])=[O:20].[CH3:1][O:2][c:3]1[cH:4][cH:5][c:6]2[c:7]([nH:8][c:9](=[O:12])[cH:10][n:11]2)[n:13]1.[CH3:37][O:38][c:39]1[cH:40][c:41]2[c:42]([cH:43][cH:44][c:45](=[O:46])[n:47]2[CH2:48][CH2:49][N:50]2[CH2:51][CH2:52][CH:53]([NH:54][C:55](=[O:56])[O:57][C:58]([CH3:59])([CH3:60])[CH3:61])[CH2:62][CH2:63]2)[cH:64][cH:65]1.[CH3:69][C:70](=[O:71])[CH3:72].[Cl:66][CH2:67][Cl:68].[H-:14].[Na+:15]>>[CH3:1][O:2][c:3]1[cH:4][cH:5][c:6]2[c:7]([n:8]([CH2:21][CH2:22][N:23]3[CH2:24][CH2:25][CH:26]([NH:29][C:30](=[O:31])[O:32][C:33]([CH3:34])([CH3:35])[CH3:36])[CH2:27][CH2:28]3)[c:9](=[O:12])[cH:10][n:11]2)[n:13]1. The reactants are C(C#C)(=O)OCCOCCOC (2-(2-methoxyethoxy)-ethyl propiolate), C(CCC)[Li] (n-butyllithium), COC1=CC=C(C=O)C=C1 (4-methoxybenzaldehyde), [Cl-].[NH4+] (ammonium chloride). Solvent: O1CCCC1 (tetrahydrofuran), O1CCCC1 (tetrahydrofuran). Conditions: time 10 minute. Product: OC(C#CC(=O)OCCOCCOC)C1=CC=C(C=C1)OC (2-(2-methoxyethoxy)ethyl 4-hydroxy-4-(4-methoxyphenyl)-2-butynoate). As a reaction SMILES: [C:1]([O:5][CH2:6][CH2:7][O:8][CH2:9][CH2:10][O:11][CH3:12])(=[O:4])[C:2]#[CH:3].C([Li])CCC.[CH3:18][O:19][C:20]1[CH:27]=[CH:26][C:23]([CH:24]=[O:25])=[CH:22][CH:21]=1.[Cl-].[NH4+]>O1CCCC1>[OH:25][CH:24]([C:23]1[CH:26]=[CH:27][C:20]([O:19][CH3:18])=[CH:21][CH:22]=1)[C:3]#[C:2][C:1]([O:5][CH2:6][CH2:7][O:8][CH2:9][CH2:10][O:11][CH3:12])=[O:4] |f:3.4|. Reported procedure: A solution of 10 g (58 mmol) of 2-(2-methoxyethoxy)-ethyl propiolate in 80 ml of tetrahydrofuran is treated at -78° under argon with 36 ml of n-butyllithium (1.6M in hexane). The mixture was stirred at -78° for 10 minutes and then a solution of 7 ml (58 mmol) of 4-methoxybenzaldehyde in 60 ml of tetrahydrofuran was added within 30 minutes. The reaction mixture was stirred at -78° for a further 30 minutes, then brought to room temperature and treated with 150 ml of saturated ammonium chloride sol... Reactants: O=C([O-])[O-], C1CCOC1, CCOC(C)=O, COc1nccc2c1c(-c1cc(C(=O)O)n(C(C)C)c1)nn2C(c1ccccc1)(c1ccccc1)c1ccccc1, [Cs+], [Cs+], CC(C)I, O. Product: COc1nccc2c1c(-c1cc(C(=O)OC(C)C)n(C(C)C)c1)nn2C(c1ccccc1)(c1ccccc1)c1ccccc1. Reaction SMILES: [C:46](=[O:47])([O-:48])[O-:49].[CH2:58]1[O:59][CH2:60][CH2:61][CH2:62]1.[CH3:52][CH2:53][O:54][C:55](=[O:56])[CH3:57].[CH:1]([CH3:2])([CH3:3])[n:4]1[c:5]([C:39](=[O:40])[OH:41])[cH:6][c:7](-[c:9]2[n:10][n:11]([C:20]([c:21]3[cH:22][cH:23][cH:24][cH:25][cH:26]3)([c:27]3[cH:28][cH:29][cH:30][cH:31][cH:32]3)[c:33]3[cH:34][cH:35][cH:36][cH:37][cH:38]3)[c:12]3[c:13]2[c:14]([O:18][CH3:19])[n:15][cH:16][cH:17]3)[cH:8]1.[Cs+:50].[Cs+:51].[I:42][CH:43]([CH3:44])[CH3:45].[OH2:63]>>[CH:1]([CH3:2])([CH3:3])[n:4]1[c:5]([C:39](=[O:40])[O:41][CH:43]([CH3:44])[CH3:45])[cH:6][c:7](-[c:9]2[n:10][n:11]([C:20]([c:21]3[cH:22][cH:23][cH:24][cH:25][cH:26]3)([c:27]3[cH:28][cH:29][cH:30][cH:31][cH:32]3)[c:33]3[cH:34][cH:35][cH:36][cH:37][cH:38]3)[c:12]3[c:13]2[c:14]([O:18][CH3:19])[n:15][cH:16][cH:17]3)[cH:8]1. Reactants: COC(=O)Cc1c(C)nc2cc(C(C)(C)C)nn2c1O, CN(C)c1ccccc1, O=P(Cl)(Cl)Cl. The product is COC(=O)Cc1c(C)nc2cc(C(C)(C)C)nn2c1Cl. Reaction SMILES: [C:1]([CH3:2])([CH3:3])([CH3:4])[c:5]1[n:6][n:7]2[c:8]([n:9][c:10]([CH3:19])[c:11]([CH2:14][C:15](=[O:16])[O:17][CH3:18])[c:12]2[OH:13])[cH:20]1.[CH3:26][N:27]([CH3:28])[c:29]1[cH:30][cH:31][cH:32][cH:33][cH:34]1.[P:21]([Cl:22])([Cl:23])([Cl:24])=[O:25]>>[C:1]([CH3:2])([CH3:3])([CH3:4])[c:5]1[n:6][n:7]2[c:8]([n:9][c:10]([CH3:19])[c:11]([CH2:14][C:15](=[O:16])[O:17][CH3:18])[c:12]2[Cl:23])[cH:20]1. Reactants: COC1=CC=C(C=C1)CC(C)N(CC)C(=O)C1CCNCC1 (N-[2-(4-methoxyphenyl)-1-methylethyl]-N-ethyl-(piperidin-4-ylcarbonyl)amine), [H-].[Al+3].[Li+].[H-].[H-].[H-] (lithium aluminum hydride), O (water). Solvent: O1CCCC1 (tetrahydrofuran), O1CCCC1 (tetrahydrofuran). Yields the product COC1=CC=C(C=C1)CC(C)N(CC)CC1CCNCC1 (N-[2-(4-methoxyphenyl)-1-methylethyl]-N-ethyl-(piperidin-4-ylmethyl)amine). RXN SMILES: [H-].[Al+3].[Li+].[H-].[H-].[H-].[CH3:7][O:8][C:9]1[CH:14]=[CH:13][C:12]([CH2:15][CH:16]([N:18]([C:21]([CH:23]2[CH2:28][CH2:27][NH:26][CH2:25][CH2:24]2)=O)[CH2:19][CH3:20])[CH3:17])=[CH:11][CH:10]=1.O>O1CCCC1>[CH3:7][O:8][C:9]1[CH:10]=[CH:11][C:12]([CH2:15][CH:16]([N:18]([CH2:21][CH:23]2[CH2:28][CH2:27][NH:26][CH2:25][CH2:24]2)[CH2:19][CH3:20])[CH3:17])=[CH:13][CH:14]=1 |f:0.1.2.3.4.5|. Procedure details: A solution of lithium aluminum hydride (30 mmole) in tetrahydrofuran (120 ml) was heated under reflux. A solution of N-[2-(4-methoxyphenyl)-1-methylethyl]-N-ethyl-(piperidin-4-ylcarbonyl)amine (7.8 grams, 25.6 mmole) in tetrahydrofuran (40 ml) was added dropwise. After 30 minutes excess water was added at 22° C. The mixture was filtered and the filtrate was concentrated under reduced pressure to give N-[2-(4-methoxyphenyl)-1-methylethyl]-N-ethyl-(piperidin-4-ylmethyl)amine, which was isolated as... Reactants: ClC1=C(C(=O)O)C=CC=N1 (2-Chloro nicotinic acid), S(=O)(Cl)Cl (thionyl chloride). The product is S(=O)(Cl)Cl (thionyl chloride), ClC1=C(C(=O)Cl)C=CC=N1 (2-chloro-nicotinoyl chloride). Isolated yield 125.7%. As a reaction SMILES: [Cl:1][C:2]1[N:10]=[CH:9][CH:8]=[CH:7][C:3]=1[C:4](O)=[O:5].[S:11]([Cl:14])([Cl:13])=[O:12]>>[S:11]([Cl:14])([Cl:13])=[O:12].[Cl:1][C:2]1[N:10]=[CH:9][CH:8]=[CH:7][C:3]=1[C:4]([Cl:13])=[O:5]. Reported procedure: 2-Chloro nicotinic acid (5 g, 31.8 mmol) was heated to reflux with redistilled thionyl chloride (5.6 g, 47 mmol) for 8 hr, resulting in a clear solution. The reaction mixture was concentrated to dryness and the traces of thionyl chloride co-distilled with toluene (15 ml) to give 2-chloro-nicotinoyl chloride (5.2 g, 94%) as oil.